This data is from the Open Reaction Database (ORD), a public repository of structured organic reaction records. The task is: describe an organic reaction: reactants, conditions, products, and yield Reactants: compound, ClC1=C(C=CC(=C1)Cl)C1=CC2=C(N(C3=CC=C(C=C23)C=2NN=CC2)C)N(C1=O)C (3-(2,4-dichlorophenyl)-1,9-dimethyl-6-(2H-pyrazol-3-yl)-1,9-dihydropyrido[2,3-b]indol-2-one), ClC(=O)OCCOC (2-methoxyethyl chloroformate). Yields the product COCCOC(=O)N1N=C(C=C1)C=1C=C2C3=C(N(C2=CC1)C)N(C(C(=C3)C3=C(C=C(C=C3)Cl)Cl)=O)C (3-[3-(2,4-Dichlorophenyl)-1,9-dimethyl-2-oxo-2,9-dihydro-1H-pyrido[2,3-b]indol-6-yl]pyrazole-1-carboxylic acid 2-methoxyethyl ester). Reaction SMILES: [Cl:1][C:2]1[CH:7]=[C:6]([Cl:8])[CH:5]=[CH:4][C:3]=1[C:9]1[C:27](=[O:28])[N:26]([CH3:29])[C:12]2[N:13]([CH3:25])[C:14]3[C:19]([C:11]=2[CH:10]=1)=[CH:18][C:17]([C:20]1[NH:21][N:22]=[CH:23][CH:24]=1)=[CH:16][CH:15]=3.Cl[C:31]([O:33][CH2:34][CH2:35][O:36][CH3:37])=[O:32]>>[CH3:37][O:36][CH2:35][CH2:34][O:33][C:31]([N:22]1[CH:23]=[CH:24][C:20]([C:17]2[CH:18]=[C:19]3[C:14](=[CH:15][CH:16]=2)[N:13]([CH3:25])[C:12]2[N:26]([CH3:29])[C:27](=[O:28])[C:9]([C:3]4[CH:4]=[CH:5][C:6]([Cl:8])=[CH:7][C:2]=4[Cl:1])=[CH:10][C:11]3=2)=[N:21]1)=[O:32]. Procedure details: The process is carried out as indicated in Example 99 above, with the compound from Example 39, 3-(2,4-dichlorophenyl)-1,9-dimethyl-6-(2H-pyrazol-3-yl)-1,9-dihydropyrido[2,3-b]indol-2-one and 2-methoxyethyl chloroformate.